Dataset: the Open Reaction Database (ORD), a public repository of structured organic reaction records. Task: describe an organic reaction: reactants, conditions, products, and yield The reactants are S1C=CC=C1 (thiophene), NC(C(C)N1N=CN(C1=O)C1=CC=C(C=C1)N1CCN(CC1)C1=CC=C(C=C1)OCC1OC(OC1)(CN1N=CN=C1)C1=C(C=C(C=C1)F)F)C (2-(2-amino-1-methylpropyl)-4-[4-[4-[4-[[2-(2,4-difluorophenyl)-2-(1H-1,2,4-triazol-1-ylmethyl)-1,3-dioxolan-4-yl]methoxy]phenyl]-1-piperazinyl]-phenyl]-2,4-dihydro-3H-1,2,4-triazol-3-one), C(C1=CC=CC=C1)=O (benzaldehyde). Reagents/catalysts: [Pd] (Pd on activated carbon). Solvent: CO (methanol). The product is FC1=C(C=CC(=C1)F)C1(OCC(O1)COC1=CC=C(C=C1)N1CCN(CC1)C1=CC=C(C=C1)N1C(N(N=C1)C(C(C)NCC1=CC=CC=C1)C)=O)CN1N=CN=C1 (4-[4-[4-[4-[[2-(2,4-difluorophenyl)-2-(1H-1,2,4-triazol-1-yl-methyl)-1,3-dioxolan-4-yl]methoxy]phenyl]-1-piperazinyl]phenyl]-2,4-dihydro-2-[2-[(phenylmethyl)amino]-1-methylpropyl]-3H-1,2,4-triazol-3-one). As a reaction SMILES: [NH2:1][CH:2]([CH3:50])[CH:3]([N:5]1[C:9](=[O:10])[N:8]([C:11]2[CH:16]=[CH:15][C:14]([N:17]3[CH2:22][CH2:21][N:20]([C:23]4[CH:28]=[CH:27][C:26]([O:29][CH2:30][CH:31]5[CH2:35][O:34][C:33]([C:42]6[CH:47]=[CH:46][C:45]([F:48])=[CH:44][C:43]=6[F:49])([CH2:36][N:37]6[CH:41]=[N:40][CH:39]=[N:38]6)[O:32]5)=[CH:25][CH:24]=4)[CH2:19][CH2:18]3)=[CH:13][CH:12]=2)[CH:7]=[N:6]1)[CH3:4].[CH:51](=O)[C:52]1[CH:57]=[CH:56][CH:55]=[CH:54][CH:53]=1.S1C=CC=C1>CO.[Pd]>[F:49][C:43]1[CH:44]=[C:45]([F:48])[CH:46]=[CH:47][C:42]=1[C:33]1([CH2:36][N:37]2[CH:41]=[N:40][CH:39]=[N:38]2)[O:32][CH:31]([CH2:30][O:29][C:26]2[CH:25]=[CH:24][C:23]([N:20]3[CH2:19][CH2:18][N:17]([C:14]4[CH:13]=[CH:12][C:11]([N:8]5[CH:7]=[N:6][N:5]([CH:3]([CH3:4])[CH:2]([NH:1][CH2:51][C:52]6[CH:57]=[CH:56][CH:55]=[CH:54][CH:53]=6)[CH3:50])[C:9]5=[O:10])=[CH:16][CH:15]=4)[CH2:22][CH2:21]3)=[CH:28][CH:27]=2)[CH2:35][O:34]1. Reported procedure: A mixture of compound 37 (0.0029 mol) and benzaldehyde (0.0029 mol) in methanol (250 ml) was hydrogenated at 50° C. overnight with Pd on activated carbon 10% (2 g) as a catalyst in the presence of thiophene solution (2 ml). After uptake of hydrogen, the catalyst was filtered off and the filtrate was evaporated. The residue was purified by column chromatography over silica gel (eluent: CH2Cl2/CH3OH 98/2). The pure fractions were collected and the solvent was evaporated. The residue was triturated... Starting materials: S(O)(O)(=O)=O (sulfuric acid), FC1=C(C=CC(=C1)[N+](=O)[O-])C (2-fluoro-4-nitrotoluene), C(C)(=O)O (acetic acid). Reagents/catalysts: [O-2].[O-2].[O-2].[Cr+6] (chromium trioxide). Run in O (water), O (water). Run at temperature 95 celsius, time 2 hour. Product: FC1=C(C(=O)O)C=CC(=C1)[N+](=O)[O-] (2-Fluoro-4-nitrobenzoic Acid). As a reaction SMILES: S(=O)(=O)(O)O.[F:6][C:7]1[CH:12]=[C:11]([N+:13]([O-:15])=[O:14])[CH:10]=[CH:9]C=1C.[C:17]([OH:20])(=[O:19])[CH3:18]>O.[O-2].[O-2].[O-2].[Cr+6]>[F:6][C:7]1[CH:12]=[C:11]([N+:13]([O-:15])=[O:14])[CH:10]=[CH:9][C:18]=1[C:17]([OH:20])=[O:19] |f:4.5.6.7|. Reported procedure: Concentrated sulfuric acid (32 ml) was added carefully with stirring to a solution of 2-fluoro-4-nitrotoluene (16.5 g, 0.106 mol) in acetic acid (200 ml). The mixture was warmed up to 95° C., and solution of chromium trioxide (37.1 g, 0.371 mol) in water (32 ml) was added dropwise with stirring over 2 h. The mixture was heated with stirring for another 30 minutes, allowed to cool down to r.t., and poured into water (1000 ml). The product was extracted with diethyl ether (3×200 ml). Combined ethe... The reactants are ClC1=CC(=C(C=C1)NC(CCl)=O)C(C1=C(C=CC=C1)Cl)=O (N1-[4-chloro-2-(2-chlorobenzoyl)phenyl]-2-chloroacetamide), C([O-])([O-])=O.[K+].[K+] (potassium carbonate), N1=C(N=CC=C1)N1CCNCC1 (1-(2-pyrimidinyl)piperazine). Run in CC(=O)C (acetone), C(C)(=O)OCC.CCCCCC (ethyl acetate hexane). Product: ClC1=CC(=C(C=C1)NC(CN1CCN(CC1)C1=NC=CC=N1)=O)C(C1=C(C=CC=C1)Cl)=O (N1-[4-chloro-2-(2-chlorobenzoyl)phenyl]-2-[4-(2-pyrimidinyl)piperazino]acetamide). Yield: 83.7%. As a reaction SMILES: [Cl:1][C:2]1[CH:7]=[CH:6][C:5]([NH:8][C:9](=[O:12])[CH2:10]Cl)=[C:4]([C:13](=[O:21])[C:14]2[CH:19]=[CH:18][CH:17]=[CH:16][C:15]=2[Cl:20])[CH:3]=1.C(=O)([O-])[O-].[K+].[K+].[N:28]1[CH:33]=[CH:32][CH:31]=[N:30][C:29]=1[N:34]1[CH2:39][CH2:38][NH:37][CH2:36][CH2:35]1>CC(C)=O.C(OCC)(=O)C.CCCCCC>[Cl:1][C:2]1[CH:7]=[CH:6][C:5]([NH:8][C:9](=[O:12])[CH2:10][N:37]2[CH2:38][CH2:39][N:34]([C:29]3[N:28]=[CH:33][CH:32]=[CH:31][N:30]=3)[CH2:35][CH2:36]2)=[C:4]([C:13](=[O:21])[C:14]2[CH:19]=[CH:18][CH:17]=[CH:16][C:15]=2[Cl:20])[CH:3]=1 |f:1.2.3,6.7|. Procedure: To a compound of N1-[4-chloro-2-(2-chlorobenzoyl)phenyl]-2-chloroacetamide (500 mg, 1.46 mmol) in dry acetone (20 mL) was added anhydrous potassium carbonate (1 g, 7.30 mmol) and 1-(2-pyrimidinyl)piperazine (239 mg, 1.46 mmol). The reaction mixture was refluxed for 24 h and the reaction was monitored by TLC using ethyl acetate-hexane (6:4) as a solvent system. The potassium carbonate was then removed by suction filtration and the solvent was evaporated under vacuum to afford the crude product. T... Reactants: CN1C=C(C=N1)C2=C(N=C(C=C2)N)OC, CC1=CSC(=N1)C2CN(CC3=C(O2)N=C(C=C3)Cl)C. Reagents/catalysts: C(=O)([O-])[O-].[Cs+].[Cs+], C1CCC(CC1)P(C2CCCCC2)C3=CC=CC=C3C4=CC=CC=C4, CC(=O)O.CC(=O)O.[Pd]. Run in COCCOC. Reaction conditions: temperature 110 celsius. The product is CC1=CSC(=N1)C2CN(CC3=C(O2)N=C(C=C3)NC4=NC(=C(C=C4)C5=CN(N=C5)C)OC)C. Yield: 56.4%. Procedure details: To 8-chloro-4-methyl-2-(4-methylthiazol-2-yl)-2,3,4,5-tetrahydropyrido[3,2-f][1,4]oxazepine (207 mg, 0.70 mmol) in DME (3 mL) were 6-methoxy-5-(1-methyl-1H-pyrazol-4-yl)pyridin-2-amine (143 mg, 0.70 mmol), cesium carbonate (342 mg, 1.05 mmol), 2-(Dicyclohexylphosphino)biphenyl (24.53 mg, 0.07 mmol) and Palladium acetate (15.71 mg, 0.07 mmol) added. The reaction was heated to 110°C for 60 min under N2 atmosphere. The solids were filtered off and washed with DCM, the solvents were evaporated and t... Starting materials: CCC(=O)Cl, CC(C)c1c(C(=O)NCc2ccc(F)c(F)c2)c2ccc(O)cc2n1Cc1ccccc1, c1ccncc1. Product: CCC(=O)Oc1ccc2c(C(=O)NCc3ccc(F)c(F)c3)c(C(C)C)n(Cc3ccccc3)c2c1. As a reaction SMILES: [C:33]([CH2:34][CH3:35])(=[O:36])[Cl:37].[CH2:1]([c:2]1[cH:3][cH:4][cH:5][cH:6][cH:7]1)[n:8]1[c:9]([CH:30]([CH3:31])[CH3:32])[c:10]([C:18](=[O:19])[NH:20][CH2:21][c:22]2[cH:23][c:24]([F:29])[c:25]([F:28])[cH:26][cH:27]2)[c:11]2[cH:12][cH:13][c:14]([OH:17])[cH:15][c:16]12.[cH:38]1[cH:39][cH:40][n:41][cH:42][cH:43]1>>[CH2:1]([c:2]1[cH:3][cH:4][cH:5][cH:6][cH:7]1)[n:8]1[c:9]([CH:30]([CH3:31])[CH3:32])[c:10]([C:18](=[O:19])[NH:20][CH2:21][c:22]2[cH:23][c:24]([F:29])[c:25]([F:28])[cH:26][cH:27]2)[c:11]2[cH:12][cH:13][c:14]([O:17][C:33]([CH2:34][CH3:35])=[O:36])[cH:15][c:16]12.